describe an organic reaction: reactants, conditions, products, and yield From a dataset of the Open Reaction Database (ORD), a public repository of structured organic reaction records. Starting materials: Nc1cc(Cl)ccc1SCc1cccnc1F, c1ccncc1, O=S(=O)(Cl)c1cc2ccccc2o1. Product: O=S(=O)(Nc1cc(Cl)ccc1SCc1cccnc1F)c1cc2ccccc2o1. Reaction SMILES: [Cl:1][c:2]1[cH:3][cH:4][c:5]([S:9][CH2:10][c:11]2[c:12]([F:17])[n:13][cH:14][cH:15][cH:16]2)[c:6]([NH2:7])[cH:8]1.[cH:31]1[cH:32][cH:33][n:34][cH:35][cH:36]1.[o:18]1[c:19]([S:27](=[O:28])(=[O:29])[Cl:30])[cH:20][c:21]2[c:22]1[cH:23][cH:24][cH:25][cH:26]2>>[Cl:1][c:2]1[cH:3][cH:4][c:5]([S:9][CH2:10][c:11]2[c:12]([F:17])[n:13][cH:14][cH:15][cH:16]2)[c:6]([NH:7][S:27]([c:19]2[o:18][c:22]3[c:21]([cH:20]2)[cH:26][cH:25][cH:24][cH:23]3)(=[O:28])=[O:29])[cH:8]1. As a reaction SMILES: [CH2:26]([CH2:27][CH3:28])[S:29](=[O:30])(=[O:31])[Cl:32].[F:1][c:2]1[cH:3][cH:4][c:5]([CH2:6][CH2:7][N:8]2[CH2:9][CH2:10][CH:11]([N:14]3[CH2:15][CH2:16][c:17]4[cH:18][cH:19][c:20]([NH2:23])[cH:21][c:22]43)[CH2:12][CH2:13]2)[cH:24][cH:25]1>>[ClH:32].[F:1][c:2]1[cH:3][cH:4][c:5]([CH2:6][CH2:7][N:8]2[CH2:9][CH2:10][CH:11]([N:14]3[CH2:15][CH2:16][c:17]4[cH:18][cH:19][c:20]([NH:23][S:29]([CH2:26][CH2:27][CH3:28])(=[O:30])=[O:31])[cH:21][c:22]43)[CH2:12][CH2:13]2)[cH:24][cH:25]1. Reactants: CCCS(=O)(=O)Cl, Nc1ccc2c(c1)N(C1CCN(CCc3ccc(F)cc3)CC1)CC2. The product is Cl, CCCS(=O)(=O)Nc1ccc2c(c1)N(C1CCN(CCc3ccc(F)cc3)CC1)CC2.